Dataset: the Open Reaction Database (ORD), a public repository of structured organic reaction records. Task: describe an organic reaction: reactants, conditions, products, and yield Starting materials: CC1(C(C(CCC1C)C)=C=CC(CCC)O)C (1-(2,2,3,6-tetramethyl-1-cyclohexylidene)-1-hexen-3-ol), [H][H] (hydrogen). The reagents and catalysts are [Pd] (palladium). Solvent: C(C)(=O)OCC (ethyl acetate). Yields the product CC1(C(C(CCC1C)C)CCC(CCC)O)C (1-(2,2,3,6-tetramethyl-1-cyclohexyl)-3-hexanol). The yield is 95.0%. Reaction SMILES: [CH3:1][C:2]1([CH3:17])[CH:7]([CH3:8])[CH2:6][CH2:5][CH:4]([CH3:9])[C:3]1=[C:10]=[CH:11][CH:12]([OH:16])[CH2:13][CH2:14][CH3:15].[H][H]>C(OCC)(=O)C.[Pd]>[CH3:17][C:2]1([CH3:1])[CH:7]([CH3:8])[CH2:6][CH2:5][CH:4]([CH3:9])[CH:3]1[CH2:10][CH2:11][CH:12]([OH:16])[CH2:13][CH2:14][CH3:15]. Reported procedure: 2 G (8.5 mM) of 1-(2,2,3,6-tetramethyl-1-cyclohexylidene)-1-hexen-3-ol in 20 ml of ethyl acetate were hydrogenated in the presence of 0.2 g of palladium at 5% on charcoal, in an autoclave containing a hydrogen atmosphere maintained at a pressure of 100 atm. After filtration, the mixture was concentrated and distilled by means of a bulb apparatus (bath temp.: about 130°) under reduced pressure. There were thus obtained 1.9 g (yield 95%) of a mixture containing about 80% by weight of 1-(2,2,c-3,t-... Product: CC12CC(=O)C3C(CCC4CC(O)CCC43C)C1CCC2C(=O)CC=O. Reactants: CC(=O)O, O, COC(CC(=O)C1CCC2C3CCC4CC(O)CCC4(C)C3C(=O)CC12C)OC. Reaction SMILES: [CH3:30][C:31](=[O:32])[OH:33].[OH2:34].[OH:1][CH:2]1[CH2:3][CH:4]2[CH2:5][CH2:6][CH:7]3[CH:8]4[CH2:9][CH2:10][CH:11]([C:12]([CH2:13][CH:14]([O:15][CH3:18])[O:16][CH3:17])=[O:19])[C:20]4([CH3:29])[CH2:21][C:22](=[O:28])[CH:23]3[C:24]2([CH3:27])[CH2:25][CH2:26]1>>[OH:1][CH:2]1[CH2:3][CH:4]2[CH2:5][CH2:6][CH:7]3[CH:8]4[CH2:9][CH2:10][CH:11]([C:12]([CH2:13][CH:14]=[O:15])=[O:19])[C:20]4([CH3:29])[CH2:21][C:22](=[O:28])[CH:23]3[C:24]2([CH3:27])[CH2:25][CH2:26]1. Starting materials: ClCSC1=NN=NN1C (5-chloromethylthio-1-methyltetrazole), [I-].[Na+] (sodium iodide). Run in O (water), CC(=O)C (acetone). Run at temperature 50 celsius, time 3 hour. Yields the product ICSC1=NN=NN1C (5-iodomethylthio-1-methyltetrazole). As a reaction SMILES: Cl[CH2:2][S:3][C:4]1[N:8]([CH3:9])[N:7]=[N:6][N:5]=1.[I-:10].[Na+]>CC(C)=O.O>[I:10][CH2:2][S:3][C:4]1[N:8]([CH3:9])[N:7]=[N:6][N:5]=1 |f:1.2|. Procedure details: To a solution of 5-chloromethylthio-1-methyltetrazole (987 mg:6.0 mMol.) in acetone (10 ml) is added sodium iodide (1.78 g : 12.0 mMol.), and the mixture is stirred at 50° C. for 3 hours. After cooling, the reaction mixture is diluted with water and extracted with ethyl acetate. The extract is washed with water dried over sodium sulfate, filtered, and concentrated to give 5-iodomethylthio-1-methyltetrazole as yellow oil (1.33 g : containing about 20 Mol. % of the chloride). Reactants: ClC1=C(COCC2CC3=C(N(C=N3)C(C3=CC=CC=C3)(C3=CC=CC=C3)C3=CC=CC=C3)CC2)C=CC=C1C(F)(F)F (5-(2-chloro-3-(trifluoromethyl)benzyloxymethyl)-1-triphenylmethyl-4,5,6,7-tetrahydro-1H-benzimidazole), ClC1=C(COCC2CC3=C(N=CN3C(C3=CC=CC=C3)(C3=CC=CC=C3)C3=CC=CC=C3)CC2)C=CC=C1C(F)(F)F (5-(2-chloro-3-(trifluoromethyl)benzyloxymethyl)-3-triphenylmethyl-4,5,6,7-tetrahydro-3H-benzimidazole). The solvent is C(C)(=O)O (acetic acid), O (water). Run at temperature 70 celsius. Yields the product ClC1=C(COCC2CC3=C(NC=N3)CC2)C=CC=C1C(F)(F)F (5-(2-Chloro-3-(trifluoromethyl)benzyloxymethyl)-4,5,6,7-tetrahydro-1H-benzimidazole). As a reaction SMILES: [Cl:1][C:2]1[C:38]([C:39]([F:42])([F:41])[F:40])=[CH:37][CH:36]=[CH:35][C:3]=1[CH2:4][O:5][CH2:6][CH:7]1[CH2:34][CH2:33][C:10]2[N:11](C(C3C=CC=CC=3)(C3C=CC=CC=3)C3C=CC=CC=3)[CH:12]=[N:13][C:9]=2[CH2:8]1.ClC1C(C(F)(F)F)=CC=CC=1COCC1CCC2N=CN(C(C3C=CC=CC=3)(C3C=CC=CC=3)C3C=CC=CC=3)C=2C1>C(O)(=O)C.O>[Cl:1][C:2]1[C:38]([C:39]([F:41])([F:40])[F:42])=[CH:37][CH:36]=[CH:35][C:3]=1[CH2:4][O:5][CH2:6][CH:7]1[CH2:34][CH2:33][C:10]2[NH:11][CH:12]=[N:13][C:9]=2[CH2:8]1. Procedure: A solution of a mixture of 5-(2-chloro-3-(trifluoromethyl)benzyloxymethyl)-1-triphenylmethyl-4,5,6,7-tetrahydro-1H-benzimidazole and 5-(2-chloro-3-(trifluoromethyl)benzyloxymethyl)-3-triphenylmethyl-4,5,6,7-tetrahydro-3H-benzimidazole in a mixture of acetic acid (9 ml) and water (1 ml) was heated to 70° C. for 2 hour. The reaction mixture was cooled to room temperature. The solvent was removed in vacuo. The crude product was purified by flash chromatography on silica (40 g), using a mixture of D... Reactants: ClC=1NC=2C=CC=C3CCCC(N1)C23 (2-chloro-3a,4,5,6-tetrahydroperimidine), NC1=CC=CC=C1 (aniline). Run in O (water). Yields the product C1(=CC=CC=C1)NC=1NC=2C=CC=C3CCCC(N1)C23 (2-Phenylamino-3a,4,5,6-tetrahydro-perimidine). RXN SMILES: Cl[C:2]1[NH:3][C:4]2[CH:5]=[CH:6][CH:7]=[C:8]3[C:14]=2[CH:12]([N:13]=1)[CH2:11][CH2:10][CH2:9]3.[NH2:15][C:16]1[CH:21]=[CH:20][CH:19]=[CH:18][CH:17]=1>O>[C:16]1([NH:15][C:2]2[NH:3][C:4]3[CH:5]=[CH:6][CH:7]=[C:8]4[C:14]=3[CH:12]([N:13]=2)[CH2:11][CH2:10][CH2:9]4)[CH:21]=[CH:20][CH:19]=[CH:18][CH:17]=1. Reported procedure: 10.3 g (0.05 mol) of 2-chloro-3a,4,5,6-tetrahydroperimidine are introduced into 15 ml of aniline, whilst stirring. After the strongly exothermic reaction has subsided (temperature rises to 90° C.), water is added to the mixture and the crystals which have precipitated are isolated by filtration and washed several times with dilute aqueous ammonia solution. 2-Phenylamino-3a,4,5,6-tetrahydro-perimidine is obtained. Yield: 9.5 g (72% of theory) of melting point 233°-235° C. Reactants: O=C([O-])[O-], CN(C)C=O, N#CCCl, [K+], [K+], COC(=O)c1cccc(O)c1. Yields the product COC(=O)c1cccc(OCC#N)c1. Reaction SMILES: [C:12](=[O:13])([O-:14])[O-:15].[CH3:22][N:23]([CH3:24])[CH:25]=[O:26].[Cl:18][CH2:19][C:20]#[N:21].[K+:16].[K+:17].[OH:1][c:2]1[cH:3][c:4]([C:5](=[O:6])[O:7][CH3:8])[cH:9][cH:10][cH:11]1>>[O:1]([c:2]1[cH:3][c:4]([C:5](=[O:6])[O:7][CH3:8])[cH:9][cH:10][cH:11]1)[CH2:19][C:20]#[N:21].